This data is from the Open Reaction Database (ORD), a public repository of structured organic reaction records. The task is: describe an organic reaction: reactants, conditions, products, and yield Starting materials: CC(O[Si](C)(C)C(C)(C)C)C(Nc1ccc(C#N)c(C(F)(F)F)c1)c1nnc(-c2ccc(C#N)cc2)o1, CCCC[N+](CCCC)(CCCC)CCCC, C1CCOC1, [F-]. Yields the product CC(O)C(Nc1ccc(C#N)c(C(F)(F)F)c1)c1nnc(-c2ccc(C#N)cc2)o1. As a reaction SMILES: [C:1]([Si:2]([CH3:3])([CH3:4])[O:6][CH:7]([CH:8]([c:9]1[o:10][c:11](-[c:14]2[cH:15][cH:16][c:17]([C:20]#[N:21])[cH:18][cH:19]2)[n:12][n:13]1)[NH:22][c:23]1[cH:24][c:25]([C:31]([F:32])([F:33])[F:34])[c:26]([C:27]#[N:28])[cH:29][cH:30]1)[CH3:35])([CH3:5])([CH3:36])[CH3:37].[CH2:39]([N+:40]([CH2:41][CH2:42][CH2:43][CH3:44])([CH2:45][CH2:46][CH2:47][CH3:48])[CH2:49][CH2:50][CH2:51][CH3:52])[CH2:53][CH2:54][CH3:55].[CH2:56]1[O:57][CH2:58][CH2:59][CH2:60]1.[F-:38]>>[OH:6][CH:7]([CH:8]([c:9]1[o:10][c:11](-[c:14]2[cH:15][cH:16][c:17]([C:20]#[N:21])[cH:18][cH:19]2)[n:12][n:13]1)[NH:22][c:23]1[cH:24][c:25]([C:31]([F:32])([F:33])[F:34])[c:26]([C:27]#[N:28])[cH:29][cH:30]1)[CH3:35]. Reactants: NCCS(=O)(=O)O (taurine), aminoalkyl sulfonic acids, 3-aminopropyl sulfonic acid tetrabutylammonium salts, CC1=C2[C@H](C(=O)[C@@]3([C@H](C[C@@H]4[C@]([C@H]3[C@@H]([C@@](C2(C)C)(C[C@@H]1OC(=O)[C@@H]([C@H](C=5C=CC=CC5)NC(=O)C=6C=CC=CC6)OC(=O)CCC(=O)O)O)OC(=O)C=7C=CC=CC7)(CO4)OC(=O)C)O)C)OC(=O)C (2'-succinyltaxol), quaternary ammonium salts. The solvent is N1=CC=CC=C1 (pyridine). Product: CC1=C2[C@H](C(=O)[C@@]3([C@H](C[C@@H]4[C@]([C@H]3[C@@H]([C@@](C2(C)C)(C[C@@H]1OC(=O)[C@@H]([C@H](C=5C=CC=CC5)NC(=O)C=6C=CC=CC6)OC(=O)CCC(=O)O)O)OC(=O)C=7C=CC=CC7)(CO4)OC(=O)C)O)C)OC(=O)C (2'-succinyltaxol), C1(CCC(=O)O1)=O (succinic anhydride), CC1=C2[C@H](C(=O)[C@@]3([C@H](C[C@@H]4[C@]([C@H]3[C@@H]([C@@](C2(C)C)(C[C@@H]1OC(=O)[C@@H]([C@H](C=5C=CC=CC5)NC(=O)C=6C=CC=CC6)O)O)OC(=O)C=7C=CC=CC7)(CO4)OC(=O)C)O)C)OC(=O)C (taxol). RXN SMILES: [CH3:1][C:2]1[C@@H:19]([O:20][C:21]([C@H:23]([O:40][C:41]([CH2:43][CH2:44][C:45]([OH:47])=[O:46])=[O:42])[C@@H:24]([NH:31][C:32]([C:34]2[CH:35]=[CH:36][CH:37]=[CH:38][CH:39]=2)=[O:33])[C:25]2[CH:26]=[CH:27][CH:28]=[CH:29][CH:30]=2)=[O:22])[CH2:18][C@:14]2([OH:48])[C:15]([CH3:17])([CH3:16])[C:3]=1[C@@H:4]([O:66][C:67]([CH3:69])=[O:68])[C:5]([C@@:7]1([CH3:65])[C@H:12]([C@@H:13]2[O:49][C:50]([C:52]2[CH:53]=[CH:54][CH:55]=[CH:56][CH:57]=2)=[O:51])[C@:11]2([O:60][C:61]([CH3:63])=[O:62])[CH2:58][O:59][C@@H:10]2[CH2:9][C@@H:8]1[OH:64])=[O:6].NCCS(O)(=O)=O>N1C=CC=CC=1>[CH3:1][C:2]1[C@@H:19]([O:20][C:21]([C@H:23]([O:40][C:41]([CH2:43][CH2:44][C:45]([OH:47])=[O:46])=[O:42])[C@@H:24]([NH:31][C:32]([C:34]2[CH:39]=[CH:38][CH:37]=[CH:36][CH:35]=2)=[O:33])[C:25]2[CH:26]=[CH:27][CH:28]=[CH:29][CH:30]=2)=[O:22])[CH2:18][C@:14]2([OH:48])[C:15]([CH3:16])([CH3:17])[C:3]=1[C@@H:4]([O:66][C:67]([CH3:69])=[O:68])[C:5]([C@@:7]1([CH3:65])[C@H:12]([C@@H:13]2[O:49][C:50]([C:52]2[CH:57]=[CH:56][CH:55]=[CH:54][CH:53]=2)=[O:51])[C@:11]2([O:60][C:61]([CH3:63])=[O:62])[CH2:58][O:59][C@@H:10]2[CH2:9][C@@H:8]1[OH:64])=[O:6].[C:41]1(=[O:42])[O:47][C:45](=[O:46])[CH2:44][CH2:43]1.[CH3:1][C:2]1[C@@H:19]([O:20][C:21]([C@H:23]([OH:40])[C@@H:24]([NH:31][C:32]([C:34]2[CH:39]=[CH:38][CH:37]=[CH:36][CH:35]=2)=[O:33])[C:25]2[CH:26]=[CH:27][CH:28]=[CH:29][CH:30]=2)=[O:22])[CH2:18][C@:14]2([OH:48])[C:15]([CH3:16])([CH3:17])[C:3]=1[C@@H:4]([O:66][C:67]([CH3:69])=[O:68])[C:5]([C@@:7]1([CH3:65])[C@H:12]([C@@H:13]2[O:49][C:50]([C:52]2[CH:57]=[CH:56][CH:55]=[CH:54][CH:53]=2)=[O:51])[C@:11]2([O:60][C:61]([CH3:63])=[O:62])[CH2:58][O:59][C@@H:10]2[CH2:9][C@@H:8]1[OH:64])=[O:6]. Procedure: 2'-{[4-((2-sulfoethyl)amino)-1,4-dioxobutyl]oxy}taxol sodium salt and 2'-{[4-((3-sulfopropyl)amino-1,4-dioxobutyl]-oxy}taxol sodium salt were produced in high yield by coupling 2'-succinyltaxol with taurine (2-aminoethyl sulfonic acid) and 3-aminopropyl sulfonic acid tetrabutylammonium salts, respectively. Note that other quaternary ammonium salts may be used to make the aminoalkyl sulfonic acids organic solvent soluble. 2'-succinyltaxol was formed by the reaction of succinic anhydride with taxo... Starting materials: C(CCC#C)(=O)O (pent-4-ynoic acid), IC1=CC=CC=C1 (iodobenzene), dichlorobis(triphenylphosphine) platinum(II). The reagents and catalysts are [Cu]I (copper(I) iodide). The solvent is C(C)NCC (diethylamine). Product: C1(=CC=CC=C1)C#CCCC(=O)O (5-phenylpent-4-ynoic acid). Yield: 28.1%. As a reaction SMILES: [C:1]([OH:7])(=[O:6])[CH2:2][CH2:3][C:4]#[CH:5].I[C:9]1[CH:14]=[CH:13][CH:12]=[CH:11][CH:10]=1>C(NCC)C.[Cu]I>[C:9]1([C:5]#[C:4][CH2:3][CH2:2][C:1]([OH:7])=[O:6])[CH:14]=[CH:13][CH:12]=[CH:11][CH:10]=1. Reported procedure: A solution of pent-4-ynoic acid (1.0 g, 10 mmol), iodobenzene (2.3 ml, 20 mmol), copper(I) iodide (75 mg, 0.40 mmol) and dichlorobis(triphenylphosphine)-platinum(II) (140 mg, 0.20 mmol) in 20 mL of diethylamine was stirred at rt for 3 days. The volatile material are evaporated by a rotary evaporator and the resulting residue was dissolved in 50 mL dichloromethane and washed with 1 M HCl (50 mL). The dichloromethane layer was dried over sodium sulfate and evaporated to dryness under vacuum. The r... RXN SMILES: [BH4-].[Na+].[NH2:3][C:4]1[CH:16]=[CH:15][C:7]2[N:8]=[C:9]([S:11]([NH2:14])(=[O:13])=[O:12])[S:10][C:6]=2[CH:5]=1.[C:17](O)(=O)[CH3:18].[H][H]>O>[CH2:17]([NH:3][C:4]1[CH:16]=[CH:15][C:7]2[N:8]=[C:9]([S:11]([NH2:14])(=[O:13])=[O:12])[S:10][C:6]=2[CH:5]=1)[CH3:18] |f:0.1|. Yields the product C(C)NC1=CC2=C(N=C(S2)S(=O)(=O)N)C=C1 (6-ethylamino-2-benzothiazolesulfonamide). Conditions: temperature 20 celsius, time 3 hour. Starting materials: [BH4-].[Na+] (Sodium borohydride), [H][H] (hydrogen), NC1=CC2=C(N=C(S2)S(=O)(=O)N)C=C1 (6-amino-2-benzothiazolesulfonamide), C(C)(=O)O (acetic acid). Procedure details: Sodium borohydride (378 mg, 0.01 mole) and 6-amino-2-benzothiazolesulfonamide (459 mg, 0.002 mole) are ground together, then added very slowly over 1 hr. to glacial acetic acid (5 ml.) with stirring under nitrogen at 20° C. After the vigorous evolution of hydrogen has subsided, the reaction mixture is stirred at 20° C. for 3 hrs, treated with H2O, filtered, and made basic with 10N NaOH solution. Neutralization with aqueous HCl followed by extraction with EtOAc and concentration to dryness gives ... Solvent: O (H2O). Starting materials: CCI, CC#N, [Ca+2], CC1=C(c2ccccc2)C(=O)N(C(C)(C)c2cc(Cl)c(O)c(Cl)c2)C1, O=C([O-])[O-], O. The product is CCOc1c(Cl)cc(C(C)(C)N2CC(C)=C(c3ccccc3)C2=O)cc1Cl. As a reaction SMILES: [CH2:1]([CH3:2])[I:3].[CH3:9][C:10]#[N:11].[Ca+2:4].[Cl:12][c:13]1[cH:14][c:15]([C:16]([CH3:17])([CH3:18])[N:19]2[C:20](=[O:31])[C:21]([c:25]3[cH:26][cH:27][cH:28][cH:29][cH:30]3)=[C:22]([CH3:24])[CH2:23]2)[cH:32][c:33]([Cl:36])[c:34]1[OH:35].[O-:5][C:6](=[O:7])[O-:8].[OH2:37]>>[CH2:1]([CH3:2])[O:35][c:34]1[c:13]([Cl:12])[cH:14][c:15]([C:16]([CH3:17])([CH3:18])[N:19]2[C:20](=[O:31])[C:21]([c:25]3[cH:26][cH:27][cH:28][cH:29][cH:30]3)=[C:22]([CH3:24])[CH2:23]2)[cH:32][c:33]1[Cl:36]. The reactants are ClCC=1OC2=C(C1)C(=CC(=C2OC)OC)CC=2C(=NC(=NC2)N)N (5-(2-chloromethyl-6,7-dimethoxy-benzofuran-4-ylmethyl)-pyrimidine-2,4-diamine), [H-].[Na+] (NaH), N(C(=O)C)C1=CC=C(C=C1)S (4-acetaminothiophenol). Run in C(=O)O (formic acid). The product is NC1=NC=C(C(=N1)N)CC1=CC(=C(C2=C1C=C(O2)CSC2=CC=C(C=C2)NC(C)=O)OC)OC (N-{4-[4-(2,4-Diamino-pyrimidin-5-ylmethyl)-6,7-dimethoxy-benzofuran-2-ylmethylsulfanyl]-phenyl}-acetamide). RXN SMILES: Cl[CH2:2][C:3]1[O:4][C:5]2[C:11]([O:12][CH3:13])=[C:10]([O:14][CH3:15])[CH:9]=[C:8]([CH2:16][C:17]3[C:18]([NH2:24])=[N:19][C:20]([NH2:23])=[N:21][CH:22]=3)[C:6]=2[CH:7]=1.[H-].[Na+].[NH:27]([C:31]1[CH:36]=[CH:35][C:34]([SH:37])=[CH:33][CH:32]=1)[C:28]([CH3:30])=[O:29]>C(O)=O>[NH2:23][C:20]1[N:19]=[C:18]([NH2:24])[C:17]([CH2:16][C:8]2[C:6]3[CH:7]=[C:3]([CH2:2][S:37][C:34]4[CH:33]=[CH:32][C:31]([NH:27][C:28](=[O:29])[CH3:30])=[CH:36][CH:35]=4)[O:4][C:5]=3[C:11]([O:12][CH3:13])=[C:10]([O:14][CH3:15])[CH:9]=2)=[CH:22][N:21]=1 |f:1.2|. Procedure details: formic acid salt (20 mg) was obtained by reacting 5-(2-chloromethyl-6,7-dimethoxy-benzofuran-4-ylmethyl)-pyrimidine-2,4-diamine (52 mg, 0.151 mmol), NaH (12 mg, 0.303 mmol), and 4-acetaminothiophenol (56 mg, 0.303 mmol).